This data is from the Open Reaction Database (ORD), a public repository of structured organic reaction records. The task is: describe an organic reaction: reactants, conditions, products, and yield Reactants: [OH-].[K+] (potassium hydroxide), ClC1=C(C=CC(=C1)[N+](=O)[O-])NC(OC(CCl)C)=O (2-chloro-1-methylethyl (2-chloro-4-nitrophenyl)carbamate). Run in O (water), CO (methanol). Product: ClC1=C(C=CC(=C1)[N+](=O)[O-])N1C(OC(C1)C)=O (3-(2-chloro-4-nitrophenyl)-5-methyl-2-oxazolidinone). As a reaction SMILES: [OH-].[K+].[Cl:3][C:4]1[CH:9]=[C:8]([N+:10]([O-:12])=[O:11])[CH:7]=[CH:6][C:5]=1[NH:13][C:14](=[O:20])[O:15][CH:16]([CH3:19])[CH2:17]Cl>O.CO>[Cl:3][C:4]1[CH:9]=[C:8]([N+:10]([O-:12])=[O:11])[CH:7]=[CH:6][C:5]=1[N:13]1[CH2:17][CH:16]([CH3:19])[O:15][C:14]1=[O:20] |f:0.1|. Procedure details: A solution of 5 g of potassium hydroxide in 10 ml of water was added to a stirred solution of 21.5 g of 2A in 300 ml of methanol. The mixture was heated for 0.5 hour by a steam bath and concentrated to dryness under reduced pressure. The residue was diluted with water; the mixture was acidified with hydrochloric acid and extracted with ether. The extract was dried and the solvent was evaporated under reduced pressure. Trituration of the residue with hexane gave 3-(2-chloro-4-nitrophenyl)-5-methy... The reactants are CCc1c(OC(=O)C=Cc2ccccc2)cc(Cl)c(Oc2ccc([N+](=O)[O-])cc2)c1Cl, CCOC(C)=O, CCO, O, O, Cl[Sn]Cl. Product: CCc1c(OC(=O)C=Cc2ccccc2)cc(Cl)c(Oc2ccc(N)cc2)c1Cl. As a reaction SMILES: [C:1]([CH:2]=[CH:3][c:4]1[cH:5][cH:6][cH:7][cH:8][cH:9]1)(=[O:10])[O:11][c:12]1[c:13]([CH2:30][CH3:31])[c:14]([Cl:29])[c:15]([O:19][c:20]2[cH:21][cH:22][c:23]([N+:26]([O-:27])=[O:28])[cH:24][cH:25]2)[c:16]([Cl:18])[cH:17]1.[CH2:37]([O:38][C:39](=[O:40])[CH3:41])[CH3:42].[CH3:43][CH2:44][OH:45].[OH2:32].[OH2:33].[Sn:34]([Cl:35])[Cl:36]>>[C:1]([CH:2]=[CH:3][c:4]1[cH:5][cH:6][cH:7][cH:8][cH:9]1)(=[O:10])[O:11][c:12]1[c:13]([CH2:30][CH3:31])[c:14]([Cl:29])[c:15]([O:19][c:20]2[cH:21][cH:22][c:23]([NH2:26])[cH:24][cH:25]2)[c:16]([Cl:18])[cH:17]1. Starting materials: Cn1ccccc1=S, CCO, CC(CBr)c1ccccc1. Product: [Br-], CC(CSc1cccc[n+]1C)c1ccccc1. Reaction SMILES: [CH3:11][n:12]1[c:13](=[S:18])[cH:14][cH:15][cH:16][cH:17]1.[CH3:19][CH2:20][OH:21].[c:1]1([CH:7]([CH2:8][Br:9])[CH3:10])[cH:2][cH:3][cH:4][cH:5][cH:6]1>>[Br-:9].[c:1]1([CH:7]([CH2:8][S:18][c:13]2[n+:12]([CH3:11])[cH:17][cH:16][cH:15][cH:14]2)[CH3:10])[cH:2][cH:3][cH:4][cH:5][cH:6]1. Reactants: ClCCl, NCC1CN(c2ccc(N3CCC4(CC3)OCCO4)c(F)c2)C(=O)O1, O=C(O)C(Cl)Cl. Product: O=C(NCC1CN(c2ccc(N3CCC4(CC3)OCCO4)c(F)c2)C(=O)O1)C(Cl)Cl. As a reaction SMILES: [Cl:32][CH2:33][Cl:34].[O:1]1[CH2:2][CH2:3][O:4][C:5]12[CH2:6][CH2:7][N:8]([c:11]1[c:12]([F:25])[cH:13][c:14]([N:17]3[C:18](=[O:24])[O:19][CH:20]([CH2:22][NH2:23])[CH2:21]3)[cH:15][cH:16]1)[CH2:9][CH2:10]2.[OH:26][C:27](=[O:28])[CH:29]([Cl:30])[Cl:31]>>[O:1]1[CH2:2][CH2:3][O:4][C:5]12[CH2:6][CH2:7][N:8]([c:11]1[c:12]([F:25])[cH:13][c:14]([N:17]3[C:18](=[O:24])[O:19][CH:20]([CH2:22][NH:23][C:27](=[O:26])[CH:29]([Cl:30])[Cl:31])[CH2:21]3)[cH:15][cH:16]1)[CH2:9][CH2:10]2.